Dataset: the Open Reaction Database (ORD), a public repository of structured organic reaction records. Task: describe an organic reaction: reactants, conditions, products, and yield The reactants are CCOC(=O)C(C)N(CCCC1(C)OCCO1)C(=O)OC(C)(C)C, CC(C)=O, Cc1ccc(S(=O)(=O)O)cc1. Yields the product CCOC(=O)C(C)N(CCCC(C)=O)C(=O)OC(C)(C)C. Reaction SMILES: [CH2:1]([CH3:2])[O:3][C:4]([CH:5]([CH3:6])[N:7]([CH2:8][CH2:9][CH2:10][C:11]1([CH3:16])[O:12][CH2:15][CH2:14][O:13]1)[C:17](=[O:18])[O:19][C:20]([CH3:21])([CH3:22])[CH3:23])=[O:24].[CH3:36][C:37](=[O:38])[CH3:39].[c:25]1([CH3:26])[cH:27][cH:28][c:29]([S:30]([OH:31])(=[O:32])=[O:33])[cH:34][cH:35]1>>[CH2:1]([CH3:2])[O:3][C:4]([CH:5]([CH3:6])[N:7]([CH2:8][CH2:9][CH2:10][C:11](=[O:12])[CH3:16])[C:17](=[O:18])[O:19][C:20]([CH3:21])([CH3:22])[CH3:23])=[O:24]. Starting materials: COCCOCCOC, [F-], C=C(F)C(=O)Cl, O=C(C(F)(F)F)C(F)(F)F, [K+]. Yields the product C=C(F)C(=O)OC(F)(C(F)(F)F)C(F)(F)F. RXN SMILES: [CH3:19][O:20][CH2:21][CH2:22][O:23][CH2:24][CH2:25][O:26][CH3:27].[F-:11].[F:13][C:14]([C:15](=[O:16])[Cl:17])=[CH2:18].[F:1][C:2]([F:3])([F:4])[C:5](=[O:6])[C:7]([F:8])([F:9])[F:10].[K+:12]>>[F:1][C:2]([F:3])([F:4])[C:5]([O:6][C:15]([C:14]([F:13])=[CH2:18])=[O:16])([C:7]([F:8])([F:9])[F:10])[F:11].